This data is from the Open Reaction Database (ORD), a public repository of structured organic reaction records. The task is: describe an organic reaction: reactants, conditions, products, and yield Starting materials: C1(CC1)C=1C=CC(=NC1OCC1CC1)C(=O)O (5-cyclopropyl-6-cyclopropylmethoxy-pyridine-2-carboxylic acid), NC(C(=O)N)(CC(C)C)C (2-amino-2,4-dimethyl-pentanamide). Yields the product NC(C(CC(C)C)(C)NC(C1=NC(=C(C=C1)C1CC1)OCC1CC1)=O)=O (N-(1-Amino-2,4-dimethyl-1-oxopentan-2-yl)-5-cyclopropyl-6-(cyclopropylmethoxy)picolinamide). RXN SMILES: [CH:1]1([C:4]2[CH:5]=[CH:6][C:7]([C:15]([OH:17])=O)=[N:8][C:9]=2[O:10][CH2:11][CH:12]2[CH2:14][CH2:13]2)[CH2:3][CH2:2]1.[NH2:18][C:19]([CH3:27])([CH2:23][CH:24]([CH3:26])[CH3:25])[C:20]([NH2:22])=[O:21]>>[NH2:22][C:20](=[O:21])[C:19]([NH:18][C:15](=[O:17])[C:7]1[CH:6]=[CH:5][C:4]([CH:1]2[CH2:2][CH2:3]2)=[C:9]([O:10][CH2:11][CH:12]2[CH2:13][CH2:14]2)[N:8]=1)([CH3:27])[CH2:23][CH:24]([CH3:26])[CH3:25]. Reported procedure: The title compound was synthesized in analogy to Example 1, using 5-cyclopropyl-6-cyclopropylmethoxy-pyridine-2-carboxylic acid (Example 42 a) and 2-amino-2,4-dimethyl-pentanamide (CAN 113509-60-7) as starting materials, LC-MS (UV peak area/ESI) 100%, 360.2287 (M+H)+.